The task is: describe an organic reaction: reactants, conditions, products, and yield. This data is from the Open Reaction Database (ORD), a public repository of structured organic reaction records. Starting materials: C1CCOC1, [Cl-], CCOC(=O)C(C)Oc1cc(NS(=O)(=O)N2CCC3CCC(C2)N3C)nc(SCc2cccc(F)c2F)n1, [NH4+]. Yields the product CC(CO)Oc1cc(NS(=O)(=O)N2CCC3CCC(C2)N3C)nc(SCc2cccc(F)c2F)n1. As a reaction SMILES: [CH2:41]1[O:42][CH2:43][CH2:44][CH2:45]1.[Cl-:39].[F:1][c:2]1[c:3]([CH2:4][S:5][c:6]2[n:7][c:8]([NH:20][S:21](=[O:22])(=[O:23])[N:24]3[CH2:25][CH:26]4[CH2:27][CH2:28][CH:29]([CH2:30][CH2:31]3)[N:32]4[CH3:33])[cH:9][c:10]([O:12][CH:13]([C:14](=[O:15])[O:16][CH2:17][CH3:18])[CH3:19])[n:11]2)[cH:34][cH:35][cH:36][c:37]1[F:38].[NH4+:40]>>[F:1][c:2]1[c:3]([CH2:4][S:5][c:6]2[n:7][c:8]([NH:20][S:21](=[O:22])(=[O:23])[N:24]3[CH2:25][CH:26]4[CH2:27][CH2:28][CH:29]([CH2:30][CH2:31]3)[N:32]4[CH3:33])[cH:9][c:10]([O:12][CH:13]([CH2:14][OH:15])[CH3:19])[n:11]2)[cH:34][cH:35][cH:36][c:37]1[F:38].